describe an organic reaction: reactants, conditions, products, and yield From a dataset of the Open Reaction Database (ORD), a public repository of structured organic reaction records. Starting materials: NC1=CC=C2C3C(COC2=C1C(=O)OC)C3 (Methyl (1aRS,7bSR)-5-amino-1,1a,2,7b-tetrahydrocyclopropa[c]chromene-4-carboxylate), NC1=CC=C2C3C(COC2=C1C(=O)OC)C3 (Methyl (1aRS,7bSR)-5-amino-1,1a,2,7b-tetrahydrocyclopropa[c]chromene-4-carboxylate), N1=CC=CC=C1 (Pyridine), BrC1=C(C=CC(=C1)F)S(=O)(=O)Cl (2-bromo-4-fluorobenzenesulfonyl chloride). Solvent: C(Cl)Cl (DCM). Conditions: time 5 hour. The product is BrC1=C(C=CC(=C1)F)S(=O)(=O)NC1=CC=C2C3C(COC2=C1C(=O)OC)C3 (methyl (1aRS,7bSR)-5-(2-bromo-4-fluorobenzenesulfonylamino)-1,1a,2,7b-tetrahydrocyclopropa[c]chromene-4-carboxylate). The yield is 83.3%. RXN SMILES: [NH2:1][C:2]1[C:11]([C:12]([O:14][CH3:15])=[O:13])=[C:10]2[C:5]([CH:6]3[CH2:16][CH:7]3[CH2:8][O:9]2)=[CH:4][CH:3]=1.N1C=CC=CC=1.[Br:23][C:24]1[CH:29]=[C:28]([F:30])[CH:27]=[CH:26][C:25]=1[S:31](Cl)(=[O:33])=[O:32]>C(Cl)Cl>[Br:23][C:24]1[CH:29]=[C:28]([F:30])[CH:27]=[CH:26][C:25]=1[S:31]([NH:1][C:2]1[C:11]([C:12]([O:14][CH3:15])=[O:13])=[C:10]2[C:5]([CH:6]3[CH2:16][CH:7]3[CH2:8][O:9]2)=[CH:4][CH:3]=1)(=[O:33])=[O:32]. Procedure details: Methyl (1aRS,7bSR)-5-amino-1,1a,2,7b-tetrahydrocyclopropa[c]chromene-4-carboxylate (Intermediate 42, 0.120 g) was suspended in DCM (5 mL). Pyridine (0.885 mL) and 2-bromo-4-fluorobenzenesulfonyl chloride (0.180 g) were added. The mixture was stirred at room temperature for 5 hours then concentrated in vacuo. The residue was dissolved in ethyl acetate and washed with 0.5M aqueous hydrochloric acid solution, dried (MgSO4) and filtered. The filtrate was concentrated in vacuo and the residue was pur... The reactants are C(CC(=O)OCC)(=O)OCC (Diethyl malonate), C(CC)C=1C(CCCC1)=O (2-propylcyclohexenone), Cl (hydrochloric acid). Reagents/catalysts: [Na] (sodium). Solvent: C(C)O (ethanol), C(C)O (ethanol). Run at time 12 hour. The product is C(C)OC(C(C(=O)OCC)C1CC(C(CC1)CCC)=O)=O (2-(3-oxo-4-propylcyclohexyl)-malonic acid diethyl ester). Yield: 78.3%. As a reaction SMILES: [C:1]([O:9][CH2:10][CH3:11])(=[O:8])[CH2:2][C:3]([O:5][CH2:6][CH3:7])=[O:4].[CH2:12]([C:15]1[C:16](=[O:21])[CH2:17][CH2:18][CH2:19][CH:20]=1)[CH2:13][CH3:14].Cl>C(O)C.[Na]>[CH2:10]([O:9][C:1](=[O:8])[CH:2]([CH:18]1[CH2:19][CH2:20][CH:15]([CH2:12][CH2:13][CH3:14])[C:16](=[O:21])[CH2:17]1)[C:3]([O:5][CH2:6][CH3:7])=[O:4])[CH3:11] |^1:25|. Reported procedure: A solution of sodium metal (30 mg, 1.30 mmol) in absolute ethanol (4.0 mL) was stirred at −10° C. for 0.5 h. Diethyl malonate (3.5 mL, 23 mmol) was added at −10° C. followed by addition of a solution of 2-propylcyclohexenone (3.0 g, 21.7 mmol) in absolute ethanol (3.0 mL). The reaction mixture was stirred an additional 12 h at room temperature. The reaction mixture was acidified to pH 3 with 10% hydrochloric acid and then extracted several times with diethyl ether. The combined ether extracts we...